Dataset: the Open Reaction Database (ORD), a public repository of structured organic reaction records. Task: describe an organic reaction: reactants, conditions, products, and yield Starting materials: C(C)(=O)NC=1C=C(C=O)C=CC1 (3-acetylaminobenzaldehyde), N1C=CC=C1 (pyrrole). The solvent is C(CC)(=O)O (propionic acid). Reaction conditions: temperature 60 celsius, time 1 hour. Product: C(C)(=O)NC=1C=C(C=CC1)C=1C2=CC=C(N2)C(=C2C=CC(C(=C3C=CC(=C(C=4C=CC1N4)C4=CC(=CC=C4)NC(C)=O)N3)C3=CC(=CC=C3)NC(C)=O)=N2)C2=CC(=CC=C2)NC(C)=O (5,10,15,20-Tetrakis-(3-acetylaminophenyl)-porphyrin). RXN SMILES: [C:1]([NH:4][C:5]1[CH:6]=[C:7]([CH:10]=[CH:11][CH:12]=1)[CH:8]=O)(=[O:3])[CH3:2].[NH:13]1[CH:17]=[CH:16][CH:15]=[CH:14]1>C(O)(=O)CC>[C:1]([NH:4][C:5]1[CH:6]=[C:7]([C:8]2[C:17]3[NH:13][C:14]([C:8]([C:7]4[CH:10]=[CH:11][CH:12]=[C:5]([NH:4][C:1](=[O:3])[CH3:2])[CH:6]=4)=[C:14]4[N:13]=[C:17]([C:8]([C:7]5[CH:10]=[CH:11][CH:12]=[C:5]([NH:4][C:1](=[O:3])[CH3:2])[CH:6]=5)=[C:14]5[NH:13][C:17](=[C:8]([C:7]6[CH:10]=[CH:11][CH:12]=[C:5]([NH:4][C:1](=[O:3])[CH3:2])[CH:6]=6)[C:14]6[CH:15]=[CH:16][C:17]=2[N:13]=6)[CH:16]=[CH:15]5)[CH:16]=[CH:15]4)=[CH:15][CH:16]=3)[CH:10]=[CH:11][CH:12]=1)(=[O:3])[CH3:2]. Procedure: 16.32 g (0.10 mol) of 3-acetylaminobenzaldehyde (EMS-Dottikon AG) is dissolved in 300 ml of propionic acid and the solution is heated to 60° C. 6.71 g (0.10 mol) of pyrrole is instilled slowly and the dark solution is stirred for one hour at 110° C. After cooling, it is completely concentrated by evaporation in a vacuum, and the residue is recrystallized from pyridine/diethyl ether.